Dataset: the Open Reaction Database (ORD), a public repository of structured organic reaction records. Task: describe an organic reaction: reactants, conditions, products, and yield Procedure: A mixture of 0.68 g (17.9 mmol) of lithium aluminium hydride, 10 ml of dioxane and 1 g (2.97 mmol) of (E)-1,4-bis(3-propionylhexahydro-pyrimidin-1-yl)but-2-ene is stirred for 15 h at 100° C., with stirring and under a nitrogen atmosphere. After cooling to 5° C. in an ice-bath, there are added dropwise to the reaction mixture, in succession, a mixture of 0.53 ml of water and 2 ml of tetrahydrofuran, 0.53 ml of 1N sodium hydroxide solution and 1.1 ml of water, care being taken to ensure that the t... Solvent: O (water), O1CCCC1 (tetrahydrofuran), O (water). Product: C(CC)N1CN(CCC1)C\C=C\CN1CN(CCC1)CCC ((E)-1,4-Bis(3-propylhexahydro-pyrimidin-1-yl)but-2-ene), N (ammonia). Reaction SMILES: [H-].[Al+3].[Li+].[H-].[H-].[H-].O1CCOCC1.[C:13]([N:17]1[CH2:22][CH2:21][CH2:20][N:19]([CH2:23]/[CH:24]=[CH:25]/[CH2:26][N:27]2[CH2:32][CH2:31][CH2:30][N:29]([C:33](=O)[CH2:34][CH3:35])[CH2:28]2)[CH2:18]1)(=O)[CH2:14][CH3:15].[OH-].[Na+]>O.O1CCCC1>[CH2:33]([N:29]1[CH2:30][CH2:31][CH2:32][N:27]([CH2:26]/[CH:25]=[CH:24]/[CH2:23][N:19]2[CH2:20][CH2:21][CH2:22][N:17]([CH2:13][CH2:14][CH3:15])[CH2:18]2)[CH2:28]1)[CH2:34][CH3:35].[NH3:17] |f:0.1.2.3.4.5,8.9|. Run at temperature 100 celsius, time 15 hour. Reactants: [H-].[Al+3].[Li+].[H-].[H-].[H-] (lithium aluminium hydride), O1CCOCC1 (dioxane), C(CC)(=O)N1CN(CCC1)C\C=C\CN1CN(CCC1)C(CC)=O ((E)-1,4-bis(3-propionylhexahydro-pyrimidin-1-yl)but-2-ene), [OH-].[Na+] (sodium hydroxide). Starting materials: C[Si](C)(C)CCOCn1c(C2CC2)nc(Br)c1-c1ccnc(Cl)n1, COCCOC, [Cl-], CC1(C)OB(c2cccc(N)c2F)OC1(C)C, [NH4+], [Na+], [Na+], O=C([O-])[O-]. Product: C[Si](C)(C)CCOCn1c(C2CC2)nc(-c2cccc(N)c2F)c1-c1ccnc(Cl)n1. Reaction SMILES: [Br:1][c:2]1[n:3][c:4]([CH:22]2[CH2:23][CH2:24]2)[n:5]([CH2:14][O:15][CH2:16][CH2:17][Si:18]([CH3:19])([CH3:20])[CH3:21])[c:6]1-[c:7]1[n:8][c:9]([Cl:13])[n:10][cH:11][cH:12]1.[CH3:48][O:49][CH2:50][CH2:51][O:52][CH3:53].[Cl-:54].[F:25][c:26]1[c:27]([NH2:28])[cH:29][cH:30][cH:31][c:32]1[B:33]1[O:34][C:35]([CH3:36])([CH3:37])[C:38]([CH3:39])([CH3:40])[O:41]1.[NH4+:55].[Na+:42].[Na+:43].[O-:44][C:45](=[O:46])[O-:47]>>[c:2]1(-[c:32]2[c:26]([F:25])[c:27]([NH2:28])[cH:29][cH:30][cH:31]2)[n:3][c:4]([CH:22]2[CH2:23][CH2:24]2)[n:5]([CH2:14][O:15][CH2:16][CH2:17][Si:18]([CH3:19])([CH3:20])[CH3:21])[c:6]1-[c:7]1[n:8][c:9]([Cl:13])[n:10][cH:11][cH:12]1. The reactants are [Al+3], CC(C)Cc1ccc(C2CC(=O)OC2=O)s1, [Cl-], [Cl-], [Cl-], O=[N+]([O-])c1ccccc1. Yields the product CC(C)Cc1cc2c(s1)C(C(=O)O)CC2=O. As a reaction SMILES: [Al+3:27].[CH2:1]([CH:2]([CH3:3])[CH3:4])[c:5]1[cH:6][cH:7][c:8]([CH:10]2[C:11](=[O:12])[O:13][C:14](=[O:16])[CH2:15]2)[s:9]1.[Cl-:26].[Cl-:28].[Cl-:29].[O-:17][N+:18]([c:19]1[cH:20][cH:21][cH:22][cH:23][cH:24]1)=[O:25]>>[CH2:1]([CH:2]([CH3:3])[CH3:4])[c:5]1[cH:6][c:7]2[c:8]([s:9]1)[CH:10]([C:11](=[O:12])[OH:13])[CH2:15][C:14]2=[O:16]. The yield is 94.6%. As a reaction SMILES: C(O[C:6](=O)[N:7]([C@@H:9]([C:21](=[O:40])[N:22]([C@@H:24]([C:32]1[O:33][C:34]([C:37](=[O:39])[NH2:38])=[N:35][N:36]=1)[CH2:25][C:26]1[CH:31]=[CH:30][CH:29]=[CH:28][CH:27]=1)[CH3:23])[CH2:10][C:11]1[CH:20]=[CH:19][C:18]2[C:13](=[CH:14][CH:15]=[CH:16][CH:17]=2)[CH:12]=1)C)(C)(C)C.FC(F)(F)C(O)=O>ClCCl>[CH3:23][N:22]([C:21](=[O:40])[C@H:9]([NH:7][CH3:6])[CH2:10][C:11]1[CH:20]=[CH:19][C:18]2[C:13](=[CH:14][CH:15]=[CH:16][CH:17]=2)[CH:12]=1)[C@@H:24]([C:32]1[O:33][C:34]([C:37]([NH2:38])=[O:39])=[N:35][N:36]=1)[CH2:25][C:26]1[CH:27]=[CH:28][CH:29]=[CH:30][CH:31]=1. Run in ClCCl (dichloromethane). Reaction conditions: temperature 0 celsius, time 5 minute. The product is CN([C@H](CC1=CC=CC=C1)C1=NN=C(O1)C(=O)N)C([C@@H](CC1=CC2=CC=CC=C2C=C1)NC)=O (5-((1R)-1-(methyl((2R)-2-methylamino-3-(2-naphthyl)propionyl)amino)-2-phenylethyl)-[1,3,4]oxadiazol-2-carboxylic acid amide). Procedure: ((1R)-1-(((1R)-1-(5-Carbamoyl-[1,3,4]oxadiazol-2-yl)-2-phenylethyl)methylcarbamoyl)-2-(2-naphthyl)ethyl)methylcarbamic acid tert-butylester (300 mg, 0.55 mmol) was dissolved in dichloromethane (3 ml) and cooled to 0° C. Trifluoroacetic acid (3 ml) was added dropwise. The solution was stirred for 5 min at 0° C. The solvent was removed in vacuo. The residue was dissolved in ethyl acetate (5 ml), and the solvent was removed in vacuo. The residue was dissolved in ethyl acetate (5 ml), and the solven... Starting materials: C(C)(C)(C)OC(N(C)[C@H](CC1=CC2=CC=CC=C2C=C1)C(N(C)[C@H](CC1=CC=CC=C1)C=1OC(=NN1)C(N)=O)=O)=O (((1R)-1-(((1R)-1-(5-Carbamoyl-[1,3,4]oxadiazol-2-yl)-2-phenylethyl)methylcarbamoyl)-2-(2-naphthyl)ethyl)methylcarbamic acid tert-butylester), FC(C(=O)O)(F)F (Trifluoroacetic acid). The reactants are ClC=1C=CC2=C(C(CCCN2C(C2=CN=C(C=C2)N)=O)=O)C1 (7-chloro-5-oxo-1-(6-aminonicotinoyl)-2,3,4,5-tetrahydro-1H-benzazepine), CC1=C(C(=O)Cl)C=CC=C1 (2-methylbenzoyl chloride), O (water). The solvent is N1=CC=CC=C1 (pyridine). Reaction conditions: time 1 hour. The product is ClC=1C=CC2=C(C(CCCN2C(C2=CN=C(C=C2)NC(C2=C(C=CC=C2)C)=O)=O)=O)C1 (7-chloro-5-oxo-1-[6-(2-methylbenzoylamino)nicotinoyl]-2,3,4,5-tetrahydro-1H-benzazepine). Isolated yield 87.3%. As a reaction SMILES: [Cl:1][C:2]1[CH:3]=[CH:4][C:5]2[N:11]([C:12](=[O:20])[C:13]3[CH:18]=[CH:17][C:16]([NH2:19])=[N:15][CH:14]=3)[CH2:10][CH2:9][CH2:8][C:7](=[O:21])[C:6]=2[CH:22]=1.[CH3:23][C:24]1[CH:32]=[CH:31][CH:30]=[CH:29][C:25]=1[C:26](Cl)=[O:27].O>N1C=CC=CC=1>[Cl:1][C:2]1[CH:3]=[CH:4][C:5]2[N:11]([C:12](=[O:20])[C:13]3[CH:18]=[CH:17][C:16]([NH:19][C:26](=[O:27])[C:25]4[CH:29]=[CH:30][CH:31]=[CH:32][C:24]=4[CH3:23])=[N:15][CH:14]=3)[CH2:10][CH2:9][CH2:8][C:7](=[O:21])[C:6]=2[CH:22]=1. Procedure: To a solution of 7-chloro-5-oxo-1-(6-aminonicotinoyl)-2,3,4,5-tetrahydro-1H-benzazepine (0.25 g) in pyridine (2 ml) is added with stirring 2-methylbenzoyl chloride (0.18 g) under ice-cooling, and the mixture is stirred at room temperature for one hour. To the reaction solution is added water, and the mixture is extracted with ethyl acetate. The extract is washed successively with 0.1N aqueous hydrochloric acid solution and water, and dried over magnesium sulfate. The resultant is evaporated unde...